From a dataset of the Open Reaction Database (ORD), a public repository of structured organic reaction records. describe an organic reaction: reactants, conditions, products, and yield Solvent: C(C)O (ethanol). Reagents/catalysts: [Pd] (palladium-on-charcoal). Product: CN1C2=C(C=3C=CC=CC13)C(=NN(C2=O)C2=CC=CC=C2)CC(=O)O (5-Methyl-4-oxo-3-phenyl-3,5-dihydro-4H-pyridazino[4,5-b]indole-1-acetic acid). Yield: 100.0%. Reaction SMILES: Cl[C:2]1[CH:10]=[CH:9][C:8]2[N:7]([CH3:11])[C:6]3[C:12](=[O:26])[N:13]([C:20]4[CH:25]=[CH:24][CH:23]=[CH:22][CH:21]=4)[N:14]=[C:15]([CH2:16][C:17]([OH:19])=[O:18])[C:5]=3[C:4]=2[CH:3]=1.C([O-])=O.[NH4+].ClCCl>C(O)C.[Pd]>[CH3:11][N:7]1[C:8]2[CH:9]=[CH:10][CH:2]=[CH:3][C:4]=2[C:5]2[C:15]([CH2:16][C:17]([OH:19])=[O:18])=[N:14][N:13]([C:20]3[CH:21]=[CH:22][CH:23]=[CH:24][CH:25]=3)[C:12](=[O:26])[C:6]1=2 |f:1.2|. Procedure: A solution of 3.3 g (9 mmol) of 8-chloro-5-methyl-4-oxo-3-phenyl-3,5-dihydro-4H-pyridazino[4,5-b]indole-1-acetic acid, of 2.8 g (44 mmol) of ammonium formate and of 1.8 g of 10% palladium-on-charcoal in 500 ml of ethanol is heated at reflux for 5 h. The reaction mixture is cooled, dichloromethane is added, the catalyst is removed by filtration through diatomaceous earth and the solvent is evaporated under reduced pressure. 3 g (9 mmol) of compound are obtained, which compound is used as is in th... Starting materials: ClC1=CC=2C3=C(N(C2C=C1)C)C(N(N=C3CC(=O)O)C3=CC=CC=C3)=O (8-chloro-5-methyl-4-oxo-3-phenyl-3,5-dihydro-4H-pyridazino[4,5-b]indole-1-acetic acid), C(=O)[O-].[NH4+] (ammonium formate), ClCCl (dichloromethane). The reactants are BrC1=CC=C(C=O)C=C1 (4-bromobenzaldehyde), OCC(C)(CO)C (neopentyl glycol). Procedure details: A mixture of 4-bromobenzaldehyde (100 g, 0.54 mole), neopentyl glycol (115 g, 1.10 mole), and p-toluenesulfonic acid (800 mg, 4 mmole) in benzene (800 mL) was heated to reflux using a Dean Stark apparatus for 16 h. The reaction mixture was cooled to room temperature and most of the benzene was removed. The residue was partitioned between ethyl acetate (500 mL) and cold water (150 mL). The organic phase was washed with water (2×150 mL) and brine (1×150 mL), then dried (Na2SO4) and concentrated to... The yield is 92.9%. The reagents and catalysts are C1(=CC=C(C=C1)S(=O)(=O)O)C (p-toluenesulfonic acid). As a reaction SMILES: [Br:1][C:2]1[CH:9]=[CH:8][C:5]([CH:6]=[O:7])=[CH:4][CH:3]=1.[OH:10][CH2:11][C:12]([CH3:16])([CH2:14]O)[CH3:13]>C1C=CC=CC=1.C1(C)C=CC(S(O)(=O)=O)=CC=1>[Br:1][C:2]1[CH:9]=[CH:8][C:5]([CH:6]2[O:10][CH2:11][C:12]([CH3:16])([CH3:14])[CH2:13][O:7]2)=[CH:4][CH:3]=1. The solvent is C1=CC=CC=C1 (benzene), C1=CC=CC=C1 (benzene). Yields the product BrC1=CC=C(C=C1)C1OCC(CO1)(C)C (2-(4-bromophenyl)-5,5-dimethyl-1,3-dioxane). The reactants are BrC1=CC=C2CC(N(C2=C1C)CC1=CC2=CC=CC=C2C=C1)=O (6-bromo-7-methyl-1-naphthalen-2-ylmethyl-1,3-dihydro-indol-2-one), Cl.N1=CC=C(C=C1)CCl (4-picolyl chloride hydrochloride). The solvent is C1CCOC1 (THF). Run at time 8 hour. Yields the product BrC1=CC=C2C(C(N(C2=C1C)CC1=CC2=CC=CC=C2C=C1)=O)(CC1=CC=NC=C1)CC1=CC=NC=C1 (6-Bromo-7-methyl-1-naphthalen-2-ylmethyl-3,3-bis-pyridin-4-ylmethyl-1,3-dihydro-indol-2-one), 2D. The yield is 70.3%. As a reaction SMILES: [Br:1][C:2]1[C:10]([CH3:11])=[C:9]2[C:5]([CH2:6][C:7](=[O:23])[N:8]2[CH2:12][C:13]2[CH:22]=[CH:21][C:20]3[C:15](=[CH:16][CH:17]=[CH:18][CH:19]=3)[CH:14]=2)=[CH:4][CH:3]=1.Cl.[N:25]1[CH:30]=[CH:29][C:28]([CH2:31]Cl)=[CH:27][CH:26]=1>C1COCC1>[Br:1][C:2]1[C:10]([CH3:11])=[C:9]2[C:5]([C:6]([CH2:31][C:28]3[CH:29]=[CH:30][N:25]=[CH:26][CH:27]=3)([CH2:31][C:28]3[CH:29]=[CH:30][N:25]=[CH:26][CH:27]=3)[C:7](=[O:23])[N:8]2[CH2:12][C:13]2[CH:22]=[CH:21][C:20]3[C:15](=[CH:16][CH:17]=[CH:18][CH:19]=3)[CH:14]=2)=[CH:4][CH:3]=1 |f:1.2|. Reported procedure: To a solution of 6-bromo-7-methyl-1-naphthalen-2-ylmethyl-1,3-dihydro-indol-2-one (495.7 mg, 1.36 mmol) in THF (30 ml) was added 4-picolyl chloride hydrochloride (893 mg, 5.45 mmol). The resulting suspension was purged with nitrogen gas for 10 minutes, after which time an aqueous potassium hydroxide (1N, 10.88 ml, degassed for 10 minutes prior to the addition) was added dropwise at room temperature. The dark solution was stirred at room temperature overnight. After removal of THF, the reaction m... Starting materials: N1(CCCCCCC1)C(=O)CN1C(C(N=C(C2=C1C(=CC=C2)C)C=O)NC(=O)NC2=CC(=CC=C2)C)=O (N-[(3RS)-1-(Azacyclooctan-1-yl)carbonylmethyl-2,3-dihydro-5-formyl-9-methyl-2-oxo-1H-1,4-benzodiazepin-3-yl]-N′-(3-methylphenyl)urea), Cl.NO (hydroxylamine hydrochloride), C(C)(=O)[O-].[Na+] (sodium acetate), C(C)(=O)OC(C)=O (Acetic anhydride), resultant mixture, C(O)([O-])=O.[Na+] (sodium hydrogen carbonate). As a reaction SMILES: [N:1]1([C:9]([CH2:11][N:12]2[C:18]3[C:19]([CH3:23])=[CH:20][CH:21]=[CH:22][C:17]=3[C:16]([CH:24]=O)=[N:15][CH:14]([NH:26][C:27]([NH:29][C:30]3[CH:35]=[CH:34][CH:33]=[C:32]([CH3:36])[CH:31]=3)=[O:28])[C:13]2=[O:37])=[O:10])[CH2:8][CH2:7][CH2:6][CH2:5][CH2:4][CH2:3][CH2:2]1.Cl.[NH2:39]O.C([O-])(=O)C.[Na+].C(OC(=O)C)(=O)C.C(=O)([O-])O.[Na+]>C(O)(=O)C.C(OCC)(=O)C.C1(C)C=CC=CC=1>[N:1]1([C:9]([CH2:11][N:12]2[C:18]3[C:19]([CH3:23])=[CH:20][CH:21]=[CH:22][C:17]=3[C:16]([C:24]#[N:39])=[N:15][CH:14]([NH:26][C:27]([NH:29][C:30]3[CH:35]=[CH:34][CH:33]=[C:32]([CH3:36])[CH:31]=3)=[O:28])[C:13]2=[O:37])=[O:10])[CH2:8][CH2:7][CH2:6][CH2:5][CH2:4][CH2:3][CH2:2]1 |f:1.2,3.4,6.7|. Reported procedure: A mixture of N-[(3RS)-1-(Azacyclooctan-1-yl)carbonylmethyl-2,3-dihydro-5-formyl-9-methyl-2-oxo-1H-1,4-benzodiazepin-3-yl]-N′-(3-methylphenyl)urea (300 mg), hydroxylamine hydrochloride (41 mg) and sodium acetate (51 mg) in acetic acid (1.5 ml) was stirred at ambient temperature for 2.5 hours. Acetic anhydride (0.4 ml) was added to the reaction mixture, and the resultant mixture was stirred at 90° C. for 11.5 hours. After the reaction mixture was allowed to cool to ambient temperature, ethyl aceta... Conditions: time 2.5 hour. Solvent: C(C)(=O)O (acetic acid), C(C)(=O)OCC (ethyl acetate), C1(=CC=CC=C1)C (toluene), C(C)(=O)OCC (ethyl acetate). Product: N1(CCCCCCC1)C(=O)CN1C(C(N=C(C2=C1C(=CC=C2)C)C#N)NC(=O)NC2=CC(=CC=C2)C)=O (N-[(3RS)-1-(azacyclooctan-1-yl)carbonylmethyl-5-cyano-2,3-dihydro-9-methyl-2-oxo-1H-1,4-benzodiazepin-3-yl]-N′-(3-methylphenyl)urea). Isolated yield 27.1%. Starting materials: CC(C)O, Cc1ccc(S(=O)(=O)n2ncc3c(-c4nnc(CN5CCOCC5)o4)cc(-c4cnc(Cl)c(NS(C)(=O)=O)c4)cc32)cc1, [Na+], [OH-], O. Product: CS(=O)(=O)Nc1cc(-c2cc(-c3nnc(CN4CCOCC4)o3)c3cn[nH]c3c2)cnc1Cl. Reaction SMILES: [CH:46]([OH:47])([CH3:48])[CH3:49].[Cl:1][c:2]1[n:3][cH:4][c:5](-[c:13]2[cH:14][c:15](-[c:32]3[o:33][c:34]([CH2:37][N:38]4[CH2:39][CH2:40][O:41][CH2:42][CH2:43]4)[n:35][n:36]3)[c:16]3[cH:17][n:18][n:19]([S:22]([c:23]4[cH:24][cH:25][c:26]([CH3:27])[cH:28][cH:29]4)(=[O:30])=[O:31])[c:20]3[cH:21]2)[cH:6][c:7]1[NH:8][S:9](=[O:10])(=[O:11])[CH3:12].[Na+:45].[OH-:44].[OH2:50]>>[Cl:1][c:2]1[n:3][cH:4][c:5](-[c:13]2[cH:14][c:15](-[c:32]3[o:33][c:34]([CH2:37][N:38]4[CH2:39][CH2:40][O:41][CH2:42][CH2:43]4)[n:35][n:36]3)[c:16]3[cH:17][n:18][nH:19][c:20]3[cH:21]2)[cH:6][c:7]1[NH:8][S:9](=[O:10])(=[O:11])[CH3:12]. As a reaction SMILES: [Al:17].[CH3:19][C:20](=[O:21])[CH3:22].[CH3:3][S:4]([O:5][CH2:8][CH2:9][CH2:10][C:11]([CH3:12])([N+:13](=[O:14])[O-:15])[CH3:16])(=[O:6])=[O:7].[I-:2].[Na+:1].[OH2:18]>>[I:2][CH2:8][CH2:9][CH2:10][C:11]([CH3:12])([N+:13](=[O:14])[O-:15])[CH3:16]. Product: CC(C)(CCCI)[N+](=O)[O-]. Reactants: [Al], CC(C)=O, CC(C)(CCCOS(C)(=O)=O)[N+](=O)[O-], [I-], [Na+], O. Reactants: NCC1=NN=C(S1)C1=CC=C(C=C1)O (4-(5-(aminomethyl)-1,3,4-thiadiazol-2-yl)phenol), OC(C(=O)O)CCCCCCC1=CC=CC=C1 (2-hydroxy-8-phenyloctanoic acid), C=1C=CC2=C(C1)N=NN2O (HOBt), Cl.CN(CCCN=C=NCC)C (N-(3-dimethylaminopropyl)-N′-ethylcarbodiimide hydrochloride), CCN(C(C)C)C(C)C (DIPEA). Run in CN(C)C=O (DMF), C(=O)(O)[O-].[Na+] (NaHCO3). Product: OC(C(=O)NCC=1SC(=NN1)C1=CC=C(C=C1)O)CCCCCCC1=CC=CC=C1 (2-hydroxy-N-((5-(4-hydroxyphenyl)-1,3,4-thiadiazol-2-yl)methyl)-8-phenyloctanamide). As a reaction SMILES: [NH2:1][CH2:2][C:3]1[S:7][C:6]([C:8]2[CH:13]=[CH:12][C:11]([OH:14])=[CH:10][CH:9]=2)=[N:5][N:4]=1.[OH:15][CH:16]([CH2:20][CH2:21][CH2:22][CH2:23][CH2:24][CH2:25][C:26]1[CH:31]=[CH:30][CH:29]=[CH:28][CH:27]=1)[C:17](O)=[O:18].C1C=CC2N(O)N=NC=2C=1.Cl.CN(C)CCCN=C=NCC.CCN(C(C)C)C(C)C>CN(C=O)C.C([O-])(O)=O.[Na+]>[OH:15][CH:16]([CH2:20][CH2:21][CH2:22][CH2:23][CH2:24][CH2:25][C:26]1[CH:27]=[CH:28][CH:29]=[CH:30][CH:31]=1)[C:17]([NH:1][CH2:2][C:3]1[S:7][C:6]([C:8]2[CH:13]=[CH:12][C:11]([OH:14])=[CH:10][CH:9]=2)=[N:5][N:4]=1)=[O:18] |f:3.4,7.8|. Procedure: A solution of 4-(5-(aminomethyl)-1,3,4-thiadiazol-2-yl)phenol (1.74 mmol), 2-hydroxy-8-phenyloctanoic acid (1.74 mmol), HOBt (2.1 mmol), N-(3-dimethylaminopropyl)-N′-ethylcarbodiimide hydrochloride (2.1 mmol) and DIPEA (6.94 mmol) in DMF (4 mL) was stirred at room temperature overnight. The resulting mixture was diluted with NaHCO3 (saturated) and extracted twice with ethyl acetate. The combined extracts were washed with brine, dried (Na2SO4) and concentrated. The resulting residue was purified ...